From a dataset of the Open Reaction Database (ORD), a public repository of structured organic reaction records. describe an organic reaction: reactants, conditions, products, and yield Starting materials: CCO, ClC(Cl)Cl, [Cl-], Cl, CC(C#N)c1ccc(O)c([N+](=O)[O-])c1, [Na+], [OH-], O, O, O. RXN SMILES: [CH3:21][CH2:22][OH:23].[CH:25]([Cl:26])([Cl:27])[Cl:28].[Cl-:17].[ClH:20].[N+:1]([O-:2])(=[O:3])[c:4]1[cH:5][c:6]([CH:11]([C:12]#[N:13])[CH3:14])[cH:7][cH:8][c:9]1[OH:10].[Na+:19].[OH-:18].[OH2:15].[OH2:16].[OH2:24]>>[NH2:1][c:4]1[cH:5][c:6]([CH:11]([C:12]#[N:13])[CH3:14])[cH:7][cH:8][c:9]1[OH:10]. Yields the product CC(C#N)c1ccc(O)c(N)c1. The reactants are CN1C(NC(C=2N(C=NC12)CC(C)=O)=O)=O (3-Methyl-7-(2-oxopropyl)-xanthine), ClCCCCC(C)(C)O (1-chloro-5-hydroxy-5-methylhexane), C([O-])([O-])=O.[K+].[K+] (potassium carbonate). The solvent is CN(C=O)C (dimethylformamide). Product: OC(CCCCN1C(=O)N(C=2N=CN(C2C1=O)CC(C)=O)C)(C)C (1-(5-Hydroxy-5-methylhexyl)-3-methyl-7-(2-oxopropyl)-xanthine). Reaction SMILES: [CH3:1][N:2]1[C:10]2[N:9]=[CH:8][N:7]([CH2:11][C:12](=[O:14])[CH3:13])[C:6]=2[C:5](=[O:15])[NH:4][C:3]1=[O:16].Cl[CH2:18][CH2:19][CH2:20][CH2:21][C:22]([OH:25])([CH3:24])[CH3:23].C(=O)([O-])[O-].[K+].[K+]>CN(C)C=O>[OH:25][C:22]([CH3:24])([CH3:23])[CH2:21][CH2:20][CH2:19][CH2:18][N:4]1[C:5](=[O:15])[C:6]2[N:7]([CH2:11][C:12](=[O:14])[CH3:13])[CH:8]=[N:9][C:10]=2[N:2]([CH3:1])[C:3]1=[O:16] |f:2.3.4|. Procedure details: 22.2 g (0.1 mol) of the xanthine from stage (a) are reacted with 16.6 g (0.11 mol) of 1-chloro-5-hydroxy-5-methylhexane (Example 1a) and 15.2 g (0.11 mol) of potassium carbonate in 500 ml of dimethylformamide and the mixture is worked up, under the experimental conditions described in Example 2. The reaction product is purified by column chromatography and finally recrystallized from diisopropyl ether, with the addition of ethyl acetate, at the boiling point. Reactants: O (Water), ClCN1N=CC(=C1)C(=O)OC (1-(chloromethyl)-4-methoxycarbonyl-1H-pyrazole), C(C=C)C(C#N)C#N (allyl malononitrile), C([O-])([O-])=O.[K+].[K+] (potassium carbonate). Solvent: CN(C=O)C (N,N-dimethylformamide). Product: C(C=C)C(C#N)(C#N)CN1N=CC(=C1)C(=O)OC (allyl [{4-(methoxycarbonyl)-1H-pyrazole-1-yl}methyl]malononitrile). Yield: 45.2%. Reaction SMILES: Cl[CH2:2][N:3]1[CH:7]=[C:6]([C:8]([O:10][CH3:11])=[O:9])[CH:5]=[N:4]1.[CH2:12]([CH:15]([C:18]#[N:19])[C:16]#[N:17])[CH:13]=[CH2:14].C(=O)([O-])[O-].[K+].[K+].O>CN(C)C=O>[CH2:12]([C:15]([CH2:2][N:3]1[CH:7]=[C:6]([C:8]([O:10][CH3:11])=[O:9])[CH:5]=[N:4]1)([C:18]#[N:19])[C:16]#[N:17])[CH:13]=[CH2:14] |f:2.3.4|. Procedure details: 0.79 g of 1-(chloromethyl)-4-methoxycarbonyl-1H-pyrazole and 0.49 g of allyl malononitrile were dissolved in 15 ml of N,N-dimethylformamide. 1.26 g of potassium carbonate was added to the solution under ice cooling with stirring, followed by stirring at room temperature for overnight. Water was added to the reaction mixture, and then extracted with MTBE. The organic layer was washed with water, dried over anhydrous magnesium sulfate, filtered, and concentrated under reduced pressure. The residue... Reactants: N12C\C(\C(CC1)CC2)=C\N2C1=CC=CC=C1SC=1C=CC=CC21 ((E)-10-(1-Azabicyclo[2.2.2]oct-3-ylidenemethyl)phenothiazine), C(C)(=O)O (acetic acid), [H][H] (hydrogen). The reagents and catalysts are [C].[Pd] (palladium carbon). The solvent is CO (methanol). Product: C=1C=CC2=C(C1)N(C=3C=CC=CC3S2)CC45CCN(CC4)CC5 (mequitazine). RXN SMILES: N12CCC(CC1)/C(=[CH:9]\[N:10]1[C:23]3[CH:22]=[CH:21][CH:20]=[CH:19][C:18]=3[S:17][C:16]3[C:11]1=[CH:12][CH:13]=[CH:14][CH:15]=3)/C2.[C:24](O)(=O)[CH3:25].[H][H]>[C].[Pd].CO>[CH:13]1[CH:14]=[CH:15][C:16]2[S:17][C:18]3[CH:19]=[CH:20][CH:21]=[CH:22][C:23]=3[N:10]([CH2:9][C:24]34[CH2:25][CH2:9][N:10]([CH2:23][CH2:18]3)[CH2:11][CH2:12]4)[C:11]=2[CH:12]=1 |f:3.4|. Reported procedure: (E)-10-(1-Azabicyclo[2.2.2]oct-3-ylidenemethyl)phenothiazine (10.00 g, 0.0312 mol), acetic acid (2.25 g, 0.0374 mol) and 10% palladium carbon (2.00 g, water content 50%) were added to methanol (158 g) and the mixture was stirred under pressurization with hydrogen (3-5 kg/cm2, hydrogen gas amount:equimolar amount relative to starting material) at 45-50° C. for 8 hr. The obtained reaction mixture was subjected to HPLC. As a result, the starting material was not detected but highly pure mequitazine...